From a dataset of the Open Reaction Database (ORD), a public repository of structured organic reaction records. describe an organic reaction: reactants, conditions, products, and yield Starting materials: BrC=1N(C2=CC(=CC=C2C1C1CCCCC1)C(=O)OC)CC(C)=O (methyl 2-bromo-3-cyclohexyl-1-(2-oxopropyl)-1H-indole-6-carboxylate), CC=1C=CC(=C(C1)N)B1OC(C(O1)(C)C)(C)C (5-methyl-2-(4,4,5,5-tetramethyl-1,3,2-dioxaborolan-2-yl)phenylamine), C(O)([O-])=O.[Na+] (sodium hydrogen carbonate). Reagents/catalysts: C=1C=CC(=CC1)[P](C=2C=CC=CC2)(C=3C=CC=CC3)[Pd]([P](C=4C=CC=CC4)(C=5C=CC=CC5)C=6C=CC=CC6)([P](C=7C=CC=CC7)(C=8C=CC=CC8)C=9C=CC=CC9)[P](C=1C=CC=CC1)(C=1C=CC=CC1)C=1C=CC=CC1 (tetrakis(triphenylphosphine)palladium). Run in COCCOC (1,2-dimethoxyethane), O (water), O (water). Product: NC1=C(C=CC(=C1)C)C=1N(C2=CC(=CC=C2C1C1CCCCC1)C(=O)OC)CC(C)=O (methyl 2-(2-amino-4-methylphenyl)-3-cyclohexyl-1-(2-oxopropyl)-1H-indole-6-carboxylate). The yield is 97.6%. Reaction SMILES: Br[C:2]1[N:3]([CH2:21][C:22](=[O:24])[CH3:23])[C:4]2[C:9]([C:10]=1[CH:11]1[CH2:16][CH2:15][CH2:14][CH2:13][CH2:12]1)=[CH:8][CH:7]=[C:6]([C:17]([O:19][CH3:20])=[O:18])[CH:5]=2.[CH3:25][C:26]1[CH:27]=[CH:28][C:29](B2OC(C)(C)C(C)(C)O2)=[C:30]([NH2:32])[CH:31]=1.C(=O)([O-])O.[Na+]>COCCOC.O.C1C=CC([P]([Pd]([P](C2C=CC=CC=2)(C2C=CC=CC=2)C2C=CC=CC=2)([P](C2C=CC=CC=2)(C2C=CC=CC=2)C2C=CC=CC=2)[P](C2C=CC=CC=2)(C2C=CC=CC=2)C2C=CC=CC=2)(C2C=CC=CC=2)C2C=CC=CC=2)=CC=1>[NH2:32][C:30]1[CH:31]=[C:26]([CH3:25])[CH:27]=[CH:28][C:29]=1[C:2]1[N:3]([CH2:21][C:22](=[O:24])[CH3:23])[C:4]2[C:9]([C:10]=1[CH:11]1[CH2:16][CH2:15][CH2:14][CH2:13][CH2:12]1)=[CH:8][CH:7]=[C:6]([C:17]([O:19][CH3:20])=[O:18])[CH:5]=2 |f:2.3,^1:57,59,78,97|. Procedure: To a suspension of methyl 2-bromo-3-cyclohexyl-1-(2-oxopropyl)-1H-indole-6-carboxylate (700 mg, 1.78 mmol) and 5-methyl-2-(4,4,5,5-tetramethyl-1,3,2-dioxaborolan-2-yl)phenylamine (456 mg, 1.96 mmol) in 1,2-dimethoxyethane (6 ml) and water (2 ml) were added sodium hydrogen carbonate (177 mg, 2.14 mmol) and tetrakis(triphenylphosphine)palladium (103 mg, 0.09 mmol), and the mixture was heated under reflux for 4 hr. The reaction mixture was allowed to cool to room temperature, water was added to the... Starting materials: [Li]CCCC, C1CCOC1, OCc1cc(Cl)ccc1I, COc1ccc(N=CC(F)F)cc1, [H-], [Na+]. Yields the product COc1ccc(NC(c2ccc(Cl)cc2CO)C(F)F)cc1. As a reaction SMILES: [CH2:13]([Li:14])[CH2:15][CH2:16][CH3:17].[CH2:31]1[O:32][CH2:33][CH2:34][CH2:35]1.[Cl:1][c:2]1[cH:3][cH:4][c:5]([I:10])[c:6]([CH2:7][OH:8])[cH:9]1.[F:18][CH:19]([CH:20]=[N:21][c:22]1[cH:23][cH:24][c:25]([O:28][CH3:29])[cH:26][cH:27]1)[F:30].[H-:12].[Na+:11]>>[Cl:1][c:2]1[cH:3][cH:4][c:5]([CH:20]([CH:19]([F:18])[F:30])[NH:21][c:22]2[cH:23][cH:24][c:25]([O:28][CH3:29])[cH:26][cH:27]2)[c:6]([CH2:7][OH:8])[cH:9]1. Starting materials: FC=1C=C(C=CC1)O (3-fluorophenol), C([O-])([O-])=O.[K+].[K+] (potassium carbonate), C(Br)C1CO1 (Epibromohydrin). Solvent: CC(=O)C (acetone). Product: C(C1CO1)OC1=CC(=CC=C1)F (3-fluorophenyl glycidyl ether). The yield is 44.3%. RXN SMILES: [F:1][C:2]1[CH:3]=[C:4]([OH:8])[CH:5]=[CH:6][CH:7]=1.C(=O)([O-])[O-].[K+].[K+].[CH2:15]([CH:17]1[O:19][CH2:18]1)Br>CC(C)=O>[CH2:15]([O:8][C:4]1[CH:5]=[CH:6][CH:7]=[C:2]([F:1])[CH:3]=1)[CH:17]1[O:19][CH2:18]1 |f:1.2.3|. Reported procedure: A solution of 3-fluorophenol (1.8 g, 16.1 mmol) in acetone (100 mL) was treated with potassium carbonate (6.65 g, 48.2 mmol) and refluxed under nitrogen for 15 minutes. Epibromohydrin (4.4 g, 32.1 mmol) was then added by syringe, and the mixture was refluxed 3 hours. The mixture was cooled and filtered, and the filtrate evaporated to dryness. The residue was partitioned between ether/water, and the layers separated. The ether layer was washed with saturated NaCl, dried over sodium sulfate and ev... Starting materials: C(C)I (Ethyl iodide), OC1=C(C=NC2=CC=CC=C12)CS(=O)(=O)C (4-hydroxy-3-methylsulphonylmethylquinoline), C([O-])([O-])=O.[K+].[K+] (potassium carbonate). The solvent is CC(CC)=O (2-butanone). Conditions: time 8 hour. The product is C(C)N1C=C(C(C2=CC=CC=C12)=O)CS(=O)(=O)C (1-ethyl-3-methylsulphonylmethyl-4-quinolone). Reaction SMILES: [CH2:1](I)[CH3:2].[OH:4][C:5]1[C:14]2[C:9](=[CH:10][CH:11]=[CH:12][CH:13]=2)[N:8]=[CH:7][C:6]=1[CH2:15][S:16]([CH3:19])(=[O:18])=[O:17].C(=O)([O-])[O-].[K+].[K+]>CC(=O)CC>[CH2:1]([N:8]1[C:9]2[C:14](=[CH:13][CH:12]=[CH:11][CH:10]=2)[C:5](=[O:4])[C:6]([CH2:15][S:16]([CH3:19])(=[O:18])=[O:17])=[CH:7]1)[CH3:2] |f:2.3.4|. Procedure: Ethyl iodide (2.93 g.) was added to a stirred mixture of 4-hydroxy-3-methylsulphonylmethylquinoline (1.93 g.), anhydrous potassium carbonate (2.3 g.) and 2-butanone (80 ml.) The mixture was boiled under reflux for 24 hours and the solvent was evaporated. The mixture was diluted with water (200 ml.) and left overnight. The mixture was filtered and the filtrate evaporated to dryness to give a white solid. This was purified by high pressure liquid chromatography over silica gel using ethyl acetate:... Reactants: O (water), C(C)(C)(C)OC(=O)N1CCC(CC1)N1N=C(C2=CC(=CC=C12)OC(F)F)C=1N=C2C(=NC1)N(C=C2C(NC(C)(C)C)=O)COCC[Si](C)(C)C (4-{3-[7-tert-butylcarbamoyl-5-(2-trimethylsilanylethoxymethyl)-5H-pyrrolo[2,3-b]pyrazin-2-yl]-5-difluoromethoxy-indazol-1-yl}-piperidine-1-carboxylic acid tert-butyl ester), C(CN)N (ethylenediamine), FC(C(=O)O)(F)F (trifluoroacetic acid). Solvent: C(C)(=O)OCC (ethyl acetate), ClCCl (dichloromethane). Conditions: time 2 hour. Yields the product C(C)(C)(C)NC(=O)C1=CNC2=NC=C(N=C21)C2=NN(C1=CC=C(C=C21)OC(F)F)C2CCNCC2 (2-(5-difluoromethoxy-1-piperidin-4-yl-1H-indazol-3-yl)-5H-pyrrolo[2,3-b]pyrazine-7-carboxylic acid tert-butylamide). The yield is 84.1%. Reaction SMILES: C(OC([N:8]1[CH2:13][CH2:12][CH:11]([N:14]2[C:22]3[C:17](=[CH:18][C:19]([O:23][CH:24]([F:26])[F:25])=[CH:20][CH:21]=3)[C:16]([C:27]3[N:28]=[C:29]4[C:35]([C:36](=[O:42])[NH:37][C:38]([CH3:41])([CH3:40])[CH3:39])=[CH:34][N:33](COCC[Si](C)(C)C)[C:30]4=[N:31][CH:32]=3)=[N:15]2)[CH2:10][CH2:9]1)=O)(C)(C)C.FC(F)(F)C(O)=O.C(N)CN.O>ClCCl.C(OCC)(=O)C>[C:38]([NH:37][C:36]([C:35]1[C:29]2[C:30](=[N:31][CH:32]=[C:27]([C:16]3[C:17]4[C:22](=[CH:21][CH:20]=[C:19]([O:23][CH:24]([F:26])[F:25])[CH:18]=4)[N:14]([CH:11]4[CH2:12][CH2:13][NH:8][CH2:9][CH2:10]4)[N:15]=3)[N:28]=2)[NH:33][CH:34]=1)=[O:42])([CH3:41])([CH3:39])[CH3:40]. Procedure: In a round-bottomed flask, 4-{3-[7-tert-butylcarbamoyl-5-(2-trimethylsilanylethoxymethyl)-5H-pyrrolo[2,3-b]pyrazin-2-yl]-5-difluoromethoxy-indazol-1-yl}-piperidine-1-carboxylic acid tert-butyl ester (65 mg, 0.091 mmol) was dissolved in dichloromethane (0.5 ml) and trifluoroacetic acid (0.28 ml, 3.63 mmol) was added. The reaction mixture was stirred at room temperature for 2 h then concentrated. The residue was dissolved in dichloromethane (0.5 ml) and ethylenediamine (0.37 ml, 5.48 mmol) was add... Starting materials: CC(C)(C)OC(=O)n1nc(-c2cc3cc(OCCN4CCOCC4)ccc3n2C(=O)OC(C)(C)C)c2cc(OCc3ccccc3)ccc21, CCO, O=C[O-], [NH4+]. Product: CC(C)(C)OC(=O)n1nc(-c2cc3cc(OCCN4CCOCC4)ccc3n2C(=O)OC(C)(C)C)c2cc(O)ccc21. Reaction SMILES: [C:1]([CH3:2])([CH3:3])([CH3:4])[O:5][C:6](=[O:7])[n:8]1[n:9][c:10](-[c:25]2[n:26]([C:43](=[O:44])[O:45][C:46]([CH3:47])([CH3:48])[CH3:49])[c:27]3[cH:28][cH:29][c:30]([O:34][CH2:35][CH2:36][N:37]4[CH2:38][CH2:39][O:40][CH2:41][CH2:42]4)[cH:31][c:32]3[cH:33]2)[c:11]2[cH:12][c:13]([O:17][CH2:18][c:19]3[cH:20][cH:21][cH:22][cH:23][cH:24]3)[cH:14][cH:15][c:16]12.[CH3:54][CH2:55][OH:56].[CH:50]([O-:51])=[O:52].[NH4+:53]>>[C:1]([CH3:2])([CH3:3])([CH3:4])[O:5][C:6](=[O:7])[n:8]1[n:9][c:10](-[c:25]2[n:26]([C:43](=[O:44])[O:45][C:46]([CH3:47])([CH3:48])[CH3:49])[c:27]3[cH:28][cH:29][c:30]([O:34][CH2:35][CH2:36][N:37]4[CH2:38][CH2:39][O:40][CH2:41][CH2:42]4)[cH:31][c:32]3[cH:33]2)[c:11]2[cH:12][c:13]([OH:17])[cH:14][cH:15][c:16]12. Yields the product CCOC(=O)C1CCCCN1C(=O)c1cc(Cl)cc(OCCN(C(=O)OC(C)(C)C)c2ccncc2)c1. Starting materials: CC(C)(C)OC(=O)N(CCOc1cc(Cl)cc(C(=O)O)c1)c1ccncc1, CN(C)C=O, CCN(C(C)C)C(C)C, O=C(Cl)C(=O)Cl, ClCCl, CCOC(=O)C1CCCCN1. Reaction SMILES: [C:1]([CH3:2])([CH3:3])([CH3:4])[O:5][C:6](=[O:7])[N:8]([CH2:9][CH2:10][O:11][c:12]1[cH:13][c:14]([C:15](=[O:16])[OH:17])[cH:18][c:19]([Cl:21])[cH:20]1)[c:22]1[cH:23][cH:24][n:25][cH:26][cH:27]1.[CH3:57][N:58]([CH3:59])[CH:60]=[O:61].[CH:45]([N:46]([CH2:47][CH3:48])[CH:49]([CH3:50])[CH3:51])([CH3:52])[CH3:53].[Cl:28][C:29]([C:30]([Cl:31])=[O:32])=[O:33].[Cl:54][CH2:55][Cl:56].[NH:34]1[CH:35]([C:36](=[O:37])[O:38][CH2:39][CH3:40])[CH2:41][CH2:42][CH2:43][CH2:44]1>>[C:1]([CH3:2])([CH3:3])([CH3:4])[O:5][C:6](=[O:7])[N:8]([CH2:9][CH2:10][O:11][c:12]1[cH:13][c:14]([C:15](=[O:16])[N:34]2[CH:35]([C:36](=[O:37])[O:38][CH2:39][CH3:40])[CH2:41][CH2:42][CH2:43][CH2:44]2)[cH:18][c:19]([Cl:21])[cH:20]1)[c:22]1[cH:23][cH:24][n:25][cH:26][cH:27]1. Reactants: C=CC1=CC=CC=C1 (Styrene), C(C)(=O)O (acetic acid), Ceric acetate. Reaction conditions: temperature 110 celsius. Yields the product lactone, C1(=CC=CC=C1)C1CCC(=O)O1 (gamma-phenyl butyrolactone). Isolated yield 70.0%. RXN SMILES: [CH2:1]=[CH:2][C:3]1[CH:8]=[CH:7][CH:6]=[CH:5][CH:4]=1.[C:9]([OH:12])(=[O:11])[CH3:10]>>[C:3]1([CH:2]2[O:12][C:9](=[O:11])[CH2:10][CH2:1]2)[CH:8]=[CH:7][CH:6]=[CH:5][CH:4]=1. Procedure: Styrene in the amount of 20 grams was dissolved in 100 milliliters of acetic acid containing 10% potassium acetate. Ceric acetate in the amount of 0.005 mole was added and the reaction mixture was heated in a sealed tube at 110° C. overnight. The lactone, gamma-phenyl butyrolactone, was obtained in 70% yield. Starting materials: N[C@@H]1[C@@H](CCCC1)NC1=NC=C(C(=N1)NC1=CC(=CC=C1)C=1CCOCC1)C(=O)N (2-((1R,2S)-2-aminocyclohexylamino)-4-(3-(3,6-dihydro-2H-pyran-4-yl)phenylamino)pyrimidine-5-carboxamide). Reagents/catalysts: [Pd] (Pd/C). Run in CO (methanol). Yields the product N[C@@H]1[C@@H](CCCC1)NC1=NC=C(C(=N1)NC1=CC(=CC=C1)C1CCOCC1)C(=O)N (2-((1R,2S)-2-aminocyclohexylamino)-4-(3-(tetrahydro-2H-pyran-4-yl)phenylamino)pyrimidine-5-carboxamide). RXN SMILES: [NH2:1][C@H:2]1[CH2:7][CH2:6][CH2:5][CH2:4][C@H:3]1[NH:8][C:9]1[N:14]=[C:13]([NH:15][C:16]2[CH:21]=[CH:20][CH:19]=[C:18]([C:22]3[CH2:23][CH2:24][O:25][CH2:26][CH:27]=3)[CH:17]=2)[C:12]([C:28]([NH2:30])=[O:29])=[CH:11][N:10]=1>CO.[Pd]>[NH2:1][C@H:2]1[CH2:7][CH2:6][CH2:5][CH2:4][C@H:3]1[NH:8][C:9]1[N:14]=[C:13]([NH:15][C:16]2[CH:21]=[CH:20][CH:19]=[C:18]([CH:22]3[CH2:23][CH2:24][O:25][CH2:26][CH2:27]3)[CH:17]=2)[C:12]([C:28]([NH2:30])=[O:29])=[CH:11][N:10]=1. Procedure details: The title compound was prepared from Example 175 using standard catalysis hydrogenation by treating the solution of Example 175 in methanol with 10% Pd/C under H2 balloon for overnight. MS found for C22H30N6O2 as (M+H)+ 411.4. UV λ=241, 290 nm.